From a dataset of the Open Reaction Database (ORD), a public repository of structured organic reaction records. describe an organic reaction: reactants, conditions, products, and yield Reactants: CN1CCN(c2cnc(-c3cccc(CO)c3)nc2)CC1, CC(C)(C)OC(=O)N=NC(=O)OC(C)(C)C, N#Cc1cccc(-c2ccc(=O)[nH]n2)c1, CN(C)C=O, c1ccc(P(c2ccccc2)c2ccccc2)cc1. Yields the product CN1CCN(c2cnc(-c3cccc(Cn4nc(-c5cccc(C#N)c5)ccc4=O)c3)nc2)CC1. RXN SMILES: [CH3:16][N:17]1[CH2:18][CH2:19][N:20]([c:23]2[cH:24][n:25][c:26](-[c:29]3[cH:30][c:31]([CH2:35][OH:36])[cH:32][cH:33][cH:34]3)[n:27][cH:28]2)[CH2:21][CH2:22]1.[N:56]([C:57]([O:58][C:59]([CH3:60])([CH3:61])[CH3:62])=[O:63])=[N:64][C:65]([O:66][C:67]([CH3:68])([CH3:69])[CH3:70])=[O:71].[O:1]=[c:2]1[cH:3][cH:4][c:5](-[c:8]2[cH:9][c:10]([C:11]#[N:12])[cH:13][cH:14][cH:15]2)[n:6][nH:7]1.[O:72]=[CH:73][N:74]([CH3:75])[CH3:76].[c:37]1([P:38]([c:39]2[cH:40][cH:41][cH:42][cH:43][cH:44]2)[c:45]2[cH:46][cH:47][cH:48][cH:49][cH:50]2)[cH:51][cH:52][cH:53][cH:54][cH:55]1>>[O:1]=[c:2]1[cH:3][cH:4][c:5](-[c:8]2[cH:9][c:10]([C:11]#[N:12])[cH:13][cH:14][cH:15]2)[n:6][n:7]1[CH2:35][c:31]1[cH:30][c:29](-[c:26]2[n:25][cH:24][c:23]([N:20]3[CH2:19][CH2:18][N:17]([CH3:16])[CH2:22][CH2:21]3)[cH:28][n:27]2)[cH:34][cH:33][cH:32]1. Solvent: CN(C)C=O (DMF). Product: FC=1C=C(COC2(C=3N(CCC2)C(=NN3)C3=CC(=C(C=C3)C3=CN=C(O3)C)OC)C(=O)N(CC(F)(F)F)C)C=CC1F (8-[(3,4-difluorobenzyl)oxy]-3-[3-methoxy-4-(2-methyl-1,3-oxazol-5-yl)phenyl]-N-methyl-N-(2,2,2-trifluoroethyl)-5,6,7,8-tetrahydro[1,2,4]triazolo[4,3-a]pyridine-8-carboxamide). Procedure: To a mixture of 8-[(3,4-difluorobenzyl)oxy]-3-[3-methoxy-4-(2-methyl-1,3-oxazol-5-yl)phenyl]-N-(2,2,2-trifluoroethyl)-5,6,7,8-tetrahydro[1,2,4]triazolo[4,3-a]pyridine-8-carboxamide (200 mg) in DMF (5 mL) were added cesium carbonate (169 mg) and methyl iodide (0.026 mL) at room temperature. After stirring at room temperature for 2 hr, the reaction mixture was poured into water, and the mixture was extracted with ethyl acetate/THF (2/1). The extract was washed with brine, and dried over anhydrous ... Reaction SMILES: [F:1][C:2]1[CH:3]=[C:4]([CH:38]=[CH:39][C:40]=1[F:41])[CH2:5][O:6][C:7]1([C:30]([NH:32][CH2:33][C:34]([F:37])([F:36])[F:35])=[O:31])[CH2:12][CH2:11][CH2:10][N:9]2[C:13]([C:16]3[CH:21]=[CH:20][C:19]([C:22]4[O:26][C:25]([CH3:27])=[N:24][CH:23]=4)=[C:18]([O:28][CH3:29])[CH:17]=3)=[N:14][N:15]=[C:8]12.[C:42](=O)([O-])[O-].[Cs+].[Cs+].CI.O>CN(C=O)C>[F:1][C:2]1[CH:3]=[C:4]([CH:38]=[CH:39][C:40]=1[F:41])[CH2:5][O:6][C:7]1([C:30]([N:32]([CH3:42])[CH2:33][C:34]([F:37])([F:35])[F:36])=[O:31])[CH2:12][CH2:11][CH2:10][N:9]2[C:13]([C:16]3[CH:21]=[CH:20][C:19]([C:22]4[O:26][C:25]([CH3:27])=[N:24][CH:23]=4)=[C:18]([O:28][CH3:29])[CH:17]=3)=[N:14][N:15]=[C:8]12 |f:1.2.3|. Reaction conditions: time 2 hour. Yield: 36.6%. The reactants are O (water), C([O-])([O-])=O.[Cs+].[Cs+] (cesium carbonate), CI (methyl iodide), FC=1C=C(COC2(C=3N(CCC2)C(=NN3)C3=CC(=C(C=C3)C3=CN=C(O3)C)OC)C(=O)NCC(F)(F)F)C=CC1F (8-[(3,4-difluorobenzyl)oxy]-3-[3-methoxy-4-(2-methyl-1,3-oxazol-5-yl)phenyl]-N-(2,2,2-trifluoroethyl)-5,6,7,8-tetrahydro[1,2,4]triazolo[4,3-a]pyridine-8-carboxamide). Reactants: O=C([O-])C(=O)[O-], C1CCOC1, CN1CCc2[nH]c3ccc(Cl)cc3c2C1, Fc1ccc(C2(C(F)(F)F)CO2)cc1, [H-], [Na+], CN(C)C=O, O=C(O)C(=O)O. The product is CN1CCc2c(c3cc(Cl)ccc3n2CC(O)(c2ccc(F)cc2)C(F)(F)F)C1. RXN SMILES: [C:32]([O-:33])(=[O:34])[C:35]([O-:36])=[O:37].[CH2:49]1[O:50][CH2:51][CH2:52][CH2:53]1.[Cl:3][c:4]1[cH:5][c:6]2[c:7]3[c:8]([nH:9][c:10]2[cH:11][cH:12]1)[CH2:13][CH2:14][N:15]([CH3:17])[CH2:16]3.[F:18][C:19]([C:20]1([c:23]2[cH:24][cH:25][c:26]([F:29])[cH:27][cH:28]2)[O:21][CH2:22]1)([F:30])[F:31].[H-:1].[Na+:2].[O:44]=[CH:45][N:46]([CH3:47])[CH3:48].[OH:38][C:39]([C:40](=[O:41])[OH:42])=[O:43]>>[Cl:3][c:4]1[cH:5][c:6]2[c:7]3[c:8]([n:9]([CH2:22][C:20]([C:19]([F:18])([F:30])[F:31])([OH:21])[c:23]4[cH:24][cH:25][c:26]([F:29])[cH:27][cH:28]4)[c:10]2[cH:11][cH:12]1)[CH2:13][CH2:14][N:15]([CH3:17])[CH2:16]3. Reactants: ClC1=CC=C(C=C1)SC1=C(N=C(N1C)C1=NC=CC=C1)C1=CC=C(C(=O)NNC=O)C=C1 (4-{5-[(4-Chlorophenyl)thio]-1-methyl-2-pyridin-2-yl-1H-imidazol-4-yl}-N′-formylbenzohydrazide), P12(=S)SP3(=S)SP(=S)(S1)SP(=S)(S2)S3 (P2S5). Solvent: O1CCOCC1 (dioxane). Conditions: temperature 55 celsius. The product is ClC1=CC=C(C=C1)SC1=C(N=C(N1C)C1=NC=CC=C1)C1=CC=C(C=C1)C=1SC=NN1 (2-{5-[(4-Chlorophenyl)thio]-1-methyl-4-[4-(1,3,4-thiadiazol-2-yl)phenyl]-1H-imidazol-2-yl}pyridine). As a reaction SMILES: [Cl:1][C:2]1[CH:7]=[CH:6][C:5]([S:8][C:9]2[N:13]([CH3:14])[C:12]([C:15]3[CH:20]=[CH:19][CH:18]=[CH:17][N:16]=3)=[N:11][C:10]=2[C:21]2[CH:32]=[CH:31][C:24]([C:25]([NH:27][NH:28][CH:29]=O)=O)=[CH:23][CH:22]=2)=[CH:4][CH:3]=1.P12(SP3(SP(SP(S3)(S1)=S)(=S)S2)=S)=[S:34]>O1CCOCC1>[Cl:1][C:2]1[CH:7]=[CH:6][C:5]([S:8][C:9]2[N:13]([CH3:14])[C:12]([C:15]3[CH:20]=[CH:19][CH:18]=[CH:17][N:16]=3)=[N:11][C:10]=2[C:21]2[CH:32]=[CH:31][C:24]([C:25]3[S:34][CH:29]=[N:28][N:27]=3)=[CH:23][CH:22]=2)=[CH:4][CH:3]=1. Procedure details: 4-{5-[(4-Chlorophenyl)thio]-1-methyl-2-pyridin-2-yl-1H-imidazol-4-yl}-N′-formylbenzohydrazide (Example 49, 450 mg, 0.98 mmol) was treated with P2S5 (218 mg, 0.98 mmol) in 12 mL of dioxane. After the reaction mixture was heated at 55° C. overnight, the volatiles were removed in vacuo. The residue was diluted with EtOAc, washed with 1N NaOH, water, and brine. The organic layer was dried over MgSO4, filtered, and concentrated. The residue was subjected to silica gel column chromatography eluting wi...